From a dataset of the Open Reaction Database (ORD), a public repository of structured organic reaction records. describe an organic reaction: reactants, conditions, products, and yield Reactants: CN(N)C(C1=CC=CC=C1)=[Se] (N-methylbenzoselenohydrazide), C(CC(=O)O)(=O)O (malonic acid), C(CCl)Cl (EDC). Solvent: C(Cl)Cl (CH2Cl2), C(Cl)Cl (CH2Cl2). Run at time 1 hour. Product: CN(NC(CC(=O)NN(C(=[Se])C1=CC=CC=C1)C)=O)C(=[Se])C1=CC=CC=C1 (N′1,N′3-dimethyl-N′1,N′3-di(phenylcarbonoselenoyl)malonohydrazide). As a reaction SMILES: [CH3:1][N:2]([C:4](=[Se:11])[C:5]1[CH:10]=[CH:9][CH:8]=[CH:7][CH:6]=1)[NH2:3].[C:12]([OH:18])(=O)[CH2:13][C:14](O)=[O:15].[CH2:19](Cl)[CH2:20]Cl>C(Cl)Cl>[CH3:1][N:2]([C:4]([C:20]1[CH:19]=[CH:7][CH:6]=[CH:5][CH:10]=1)=[Se:11])[NH:3][C:12](=[O:18])[CH2:13][C:14]([NH:3][N:2]([CH3:1])[C:4]([C:5]1[CH:6]=[CH:7][CH:8]=[CH:9][CH:10]=1)=[Se:11])=[O:15]. Procedure: To a solution of N-methylbenzoselenohydrazide (215 mg, 1.0 mmol) and malonic acid (53 mg, 0.5 mmol) in CH2Cl2 (5 mL), was added EDC (240 mg, 1.25 mmol). The mixture was stirred for 1 h at RT. The reaction mixture was diluted with CH2Cl2 (15 mL) and washed with water and brine. The organic layer was dried over MgSO4 and filtered. After removal of the solvent, the product was purified by chromatography column on silica gel (1:1 Hexane:EtOAc and EtOAc) and to give (N′1,N′3-dimethyl-N′1,N′3-di(pheny... Starting materials: CN(C(=O)C(c1ccccc1)c1ccccc1)C(CN1CCC(O)C1)c1ccc(OCc2ccccc2)cc1, CCOC(C)=O, [H][H]. Product: CN(C(=O)C(c1ccccc1)c1ccccc1)C(CN1CCC(O)C1)c1ccc(O)cc1. RXN SMILES: [CH3:1][N:2]([C:3]([CH:4]([c:5]1[cH:6][cH:7][cH:8][cH:9][cH:10]1)[c:11]1[cH:12][cH:13][cH:14][cH:15][cH:16]1)=[O:17])[CH:18]([CH2:19][N:20]1[CH2:21][CH:22]([OH:25])[CH2:23][CH2:24]1)[c:26]1[cH:27][cH:28][c:29]([O:32][CH2:33][c:34]2[cH:35][cH:36][cH:37][cH:38][cH:39]2)[cH:30][cH:31]1.[CH3:42][CH2:43][O:44][C:45](=[O:46])[CH3:47].[H:40][H:41]>>[CH3:1][N:2]([C:3]([CH:4]([c:5]1[cH:6][cH:7][cH:8][cH:9][cH:10]1)[c:11]1[cH:12][cH:13][cH:14][cH:15][cH:16]1)=[O:17])[CH:18]([CH2:19][N:20]1[CH2:21][CH:22]([OH:25])[CH2:23][CH2:24]1)[c:26]1[cH:27][cH:28][c:29]([OH:32])[cH:30][cH:31]1. Reactants: CC(C)(C)OC(=O)Cc1ccc2c(n1)N(C(=O)OC(C)(C)C)CCO2, CCOC(=O)OCC, [Li]CCCC, CC(C)NC(C)C. As a reaction SMILES: [C:13]([CH3:14])([CH3:15])([CH3:16])[O:17][C:18](=[O:19])[N:20]1[c:21]2[c:22]([cH:26][cH:27][c:28]([CH2:30][C:31](=[O:32])[O:33][C:34]([CH3:35])([CH3:36])[CH3:37])[n:29]2)[O:23][CH2:24][CH2:25]1.[CH2:38]([O:39][C:40](=[O:41])[O:42][CH2:43][CH3:44])[CH3:45].[CH2:8]([Li:9])[CH2:10][CH2:11][CH3:12].[CH:1]([NH:2][CH:3]([CH3:4])[CH3:5])([CH3:6])[CH3:7]>>[C:13]([CH3:14])([CH3:15])([CH3:16])[O:17][C:18](=[O:19])[N:20]1[c:21]2[c:22]([cH:26][cH:27][c:28]([CH2:30][CH2:31][OH:32])[n:29]2)[O:23][CH2:24][CH2:25]1. Yields the product CC(C)(C)OC(=O)N1CCOc2ccc(CCO)nc21. As a reaction SMILES: [C:1]([C:9]1[O:13][C:12]([CH:14]=O)=[CH:11][CH:10]=1)#[C:2][CH2:3][CH2:4][CH2:5][CH2:6][CH2:7][CH3:8].C(O)(=O)[CH2:17][C:18]([OH:20])=[O:19]>>[C:1]([C:9]1[O:13][C:12](/[CH:14]=[CH:17]/[C:18]([OH:20])=[O:19])=[CH:11][CH:10]=1)#[C:2][CH2:3][CH2:4][CH2:5][CH2:6][CH2:7][CH3:8]. Procedure: Reaction of 5-(1-octynyl)furan-2-carboxaldehyde (0.72 g, 3.5 mmole from example 8) with malonic acid (0.73 g, 7 mmole) as described in Example 2 gave 0.76 g (88%) of the title compound, mp(Hexane) 100°-100.5° C. νmax (mull) 2650 (broad), 1695, 1630, 1565, 1510, 1410, 1300, 1235, 1210 cm-1 ; δ(CDCl3) 0.90(3H, t, 6.8 Hz), 1.32(4H, m), 1.44(2H, m), 1.62(2H, m), 2.47(2H, t, J=6.5 Hz), 6.38(1H, d, J=15 Hz), 6.54(1H, d, J=3 Hz), 6.64(1H, d, J=3 Hz), 7.48(1H, d, J=15 Hz), 10.53 (1H, broad). Isolated yield 88.2%. Starting materials: mp(Hexane), C(#CCCCCCC)C1=CC=C(O1)C=O (5-(1-octynyl)furan-2-carboxaldehyde), C(CC(=O)O)(=O)O (malonic acid). The product is C(#CCCCCCC)C1=CC=C(O1)/C=C/C(=O)O ((E-)3-[5-(1-Octynyl)-2-furanyl]prop-2-enoic acid). Starting materials: C1(CCCCCC1)C(=O)CBr (bromomethyl cycloheptyl ketone), [N+](=O)([O-])C=1C=C(C=CC1)/C=C/C(N)=S ((E)-3-(3-nitrophenyl)-2-propenethioamide). Run in C(C)O (ethyl alcohol), ice water. The product is C1(CCCCCC1)C=1N=C(SC1)\C=C\C1=CC(=CC=C1)[N+](=O)[O-] ((E)-4-cycloheptyl-2-[2-(3-nitrophenyl)ethenyl]thiazole). Yield: 62.7%. Reaction SMILES: [CH:1]1([C:8]([CH2:10]Br)=O)[CH2:7][CH2:6][CH2:5][CH2:4][CH2:3][CH2:2]1.[N+:12]([C:15]1[CH:16]=[C:17](/[CH:21]=[CH:22]/[C:23](=[S:25])[NH2:24])[CH:18]=[CH:19][CH:20]=1)([O-:14])=[O:13]>C(O)C>[CH:1]1([C:8]2[N:24]=[C:23](/[CH:22]=[CH:21]/[C:17]3[CH:18]=[CH:19][CH:20]=[C:15]([N+:12]([O-:14])=[O:13])[CH:16]=3)[S:25][CH:10]=2)[CH2:7][CH2:6][CH2:5][CH2:4][CH2:3][CH2:2]1. Procedure: A solution composed of 6.57 g of bromomethyl cycloheptyl ketone, 6.24 g of (E)-3-(3-nitrophenyl)-2-propenethioamide and 100 ml of ethyl alcohol was heated to reflux for 16 hr afterwhich it was diluted with 200 ml of ice water and extracted with methylene chloride. The combined extracts were washed with saturated sodium bicarbonate, brine, dried (MgSO4) and condensed in vacuo to yield 6.17 g of (E)-4-cycloheptyl-2-[2-(3-nitrophenyl)ethenyl]thiazole; m.p. 60° C. after crystallization from ethyl et...